This data is from the Open Reaction Database (ORD), a public repository of structured organic reaction records. The task is: describe an organic reaction: reactants, conditions, products, and yield The product is C1(=CC=CC=C1)C=1SC=C(N1)COC1=CC=C(C=N1)CO (6-(2-phenyl-4-thiazolylmethoxy)-3-pyridylmethanol). Conditions: time 30 minute. The solvent is CN(C=O)C (N,N-dimethylformamide). Starting materials: O (water), [H-].[Na+] (Sodium hydride), C1(=CC=CC=C1)C=1SC=C(N1)CO (2-phenyl-4-thiazolylmethanol), ClC1=CC=C(C=N1)C(=O)OC (methyl 6-chloro-3-pyridinecarboxylate). Isolated yield 55.7%. Procedure: Sodium hydride (60%, oily, 1.40 g) was added to a solution of 2-phenyl-4-thiazolylmethanol (6.69 g) and methyl 6-chloro-3-pyridinecarboxylate (6.01 g) in N,N-dimethylformamide (100 ml) at 0° C., and the mixture was stirred for 30 minutes. The reaction mixture was poured into water, which was extracted with ethyl acetate. The ethyl acetate layer was washed with saturated aqueous sodium chloride solution, dried (MgSO4), and concentrated. Lithium aluminium hydride (1.33 g) was added to a solution o... As a reaction SMILES: [H-].[Na+].[C:3]1([C:9]2[S:10][CH:11]=[C:12]([CH2:14][OH:15])[N:13]=2)[CH:8]=[CH:7][CH:6]=[CH:5][CH:4]=1.Cl[C:17]1[N:22]=[CH:21][C:20]([C:23](OC)=[O:24])=[CH:19][CH:18]=1.O>CN(C)C=O>[C:3]1([C:9]2[S:10][CH:11]=[C:12]([CH2:14][O:15][C:17]3[N:22]=[CH:21][C:20]([CH2:23][OH:24])=[CH:19][CH:18]=3)[N:13]=2)[CH:4]=[CH:5][CH:6]=[CH:7][CH:8]=1 |f:0.1|. The reactants are C1CCOC1, CC(C)[Mg+], [Cl-], [Cl-], [NH4+], O, COc1ccc2cc(C(=O)c3c[nH]cn3)ccc2c1. Yields the product COc1ccc2cc(C(O)(c3c[nH]cn3)C(C)C)ccc2c1. Reaction SMILES: [CH2:28]1[O:29][CH2:30][CH2:31][CH2:32]1.[CH:21]([CH3:22])([CH3:23])[Mg+:24].[Cl-:20].[Cl-:25].[NH4+:26].[OH2:27].[nH:1]1[cH:2][n:3][c:4]([C:6](=[O:7])[c:8]2[cH:9][c:10]3[cH:11][cH:12][c:13]([O:18][CH3:19])[cH:14][c:15]3[cH:16][cH:17]2)[cH:5]1>>[nH:1]1[cH:2][n:3][c:4]([C:6]([OH:7])([c:8]2[cH:9][c:10]3[cH:11][cH:12][c:13]([O:18][CH3:19])[cH:14][c:15]3[cH:16][cH:17]2)[CH:21]([CH3:22])[CH3:23])[cH:5]1. Reactants: C(C)OP(OCC)(=O)C=C1C2=C(N(CCN1)C)C=CC=C2 ((1-methyl-1,2,3,4-tetrahydrobenzo[e][1,4]diazepin-5-ylidenemethyl)phosphonic acid diethyl ester), FC1=C(C(=O)O)C=CC(=C1)Br (2-fluoro-4-bromobenzoic acid). Product: C(C)OP(OCC)(=O)C=C1C2=C(N(CCN1)C)C=C(C=C2)Br ((8-bromo-1-methyl-1,2,3,4-tetrahydrobenzo[e][1,4]diazepin-5-ylidenemethyl)phosphonic acid diethyl ester). As a reaction SMILES: [CH2:1]([O:3][P:4]([CH:9]=[C:10]1[NH:16][CH2:15][CH2:14][N:13]([CH3:17])[C:12]2[CH:18]=[CH:19][CH:20]=[CH:21][C:11]1=2)(=[O:8])[O:5][CH2:6][CH3:7])[CH3:2].FC1C=C([Br:32])C=CC=1C(O)=O>>[CH2:1]([O:3][P:4]([CH:9]=[C:10]1[NH:16][CH2:15][CH2:14][N:13]([CH3:17])[C:12]2[CH:18]=[C:19]([Br:32])[CH:20]=[CH:21][C:11]1=2)(=[O:8])[O:5][CH2:6][CH3:7])[CH3:2]. Reported procedure: (8-bromo-1-methyl-1,2,3,4-tetrahydrobenzo[e][1,4]diazepin-5-ylidenemethyl)phosphonic acid diethyl ester was prepared in an analogous fashion to (1-methyl-1,2,3,4-tetrahydrobenzo[e][1,4]diazepin-5-ylidenemethyl)phosphonic acid diethyl ester, prepared in Example 1, by replacing 2-fluorobenzoic acid with 2-fluoro-4-bromobenzoic acid.